Dataset: the Open Reaction Database (ORD), a public repository of structured organic reaction records. Task: describe an organic reaction: reactants, conditions, products, and yield Starting materials: C#CCBr, C1CCOC1, CC1(C)OCC(CO)O1, [H-], [Na+]. Yields the product C#CCOCC1COC(C)(C)O1. Reaction SMILES: [CH2:12]([C:13]#[CH:14])[Br:15].[CH2:16]1[O:17][CH2:18][CH2:19][CH2:20]1.[CH3:1][C:2]1([CH3:9])[O:3][CH2:4][CH:5]([CH2:7][OH:8])[O:6]1.[H-:11].[Na+:10]>>[CH3:1][C:2]1([CH3:9])[O:3][CH2:4][CH:5]([CH2:7][O:8][CH2:14][C:13]#[CH:12])[O:6]1.